From a dataset of the Open Reaction Database (ORD), a public repository of structured organic reaction records. describe an organic reaction: reactants, conditions, products, and yield The reactants are CN1C(NC(C1)=O)=NC(O)=O (tetrahydro-1-methyl-4-oxo-1H-imidazol-2-ylidene carbamic acid), NC1=NC(=CC=C1)O (2-amino-6-hydroxypyridine), O (water). Solvent: CN(C)C=O (DMF). Conditions: temperature 85 celsius. Yields the product OC1=CC=CC(=N1)NC(=O)N=C1N(CC(N1)=O)C (1-(6-Hydroxy-2-pyridinyl)-3-(tetrahydro-1-methyl-4-oxo-1H-imidazol-2-ylidene) urea). Isolated yield 29.5%. As a reaction SMILES: [CH3:1][N:2]1[CH2:6][C:5](=[O:7])[NH:4][C:3]1=[N:8][C:9](=[O:11])O.[NH2:12][C:13]1[CH:18]=[CH:17][CH:16]=[C:15]([OH:19])[N:14]=1.O>CN(C=O)C>[OH:19][C:15]1[N:14]=[C:13]([NH:12][C:9]([N:8]=[C:3]2[NH:4][C:5](=[O:7])[CH2:6][N:2]2[CH3:1])=[O:11])[CH:18]=[CH:17][CH:16]=1. Procedure details: A mixture of 3.0 g (12.8 mM) of the phenyl carbamate 8 and 1.5 g (12.8 mM) of 2-amino-6-hydroxypyridine in 25 ml of anhydrous DMF was heated at 85° C. for 5 hrs., cooled, and poured into 100 ml of water. The resulting precipitate was collected, washed successively with water, ethanol, ethyl acetate, and ether. Recrystallization from ethanol gave 1.0 g of the above urea as a yellow solid, m.p. 233°-234° C. (dec.). Starting materials: CCO, CC(C)CN1CCN(C(=O)c2ccc(OCc3ccc(F)cc3)c([N+](=O)[O-])c2)CC1, [Na+], O, O, O=C([O-])O, Cl[Sn]Cl. Product: CC(C)CN1CCN(C(=O)c2ccc(OCc3ccc(F)cc3)c(N)c2)CC1. Reaction SMILES: [CH3:1][CH2:2][OH:3].[F:4][c:5]1[cH:6][cH:7][c:8]([CH2:9][O:10][c:11]2[c:12]([N+:29]([O-:30])=[O:31])[cH:13][c:14]([C:15](=[O:16])[N:17]3[CH2:18][CH2:19][N:20]([CH2:23][CH:24]([CH3:25])[CH3:26])[CH2:21][CH2:22]3)[cH:27][cH:28]2)[cH:32][cH:33]1.[Na+:38].[OH2:34].[OH2:43].[OH:39][C:40](=[O:41])[O-:42].[Sn:35]([Cl:36])[Cl:37]>>[F:4][c:5]1[cH:6][cH:7][c:8]([CH2:9][O:10][c:11]2[c:12]([NH2:29])[cH:13][c:14]([C:15](=[O:16])[N:17]3[CH2:18][CH2:19][N:20]([CH2:23][CH:24]([CH3:25])[CH3:26])[CH2:21][CH2:22]3)[cH:27][cH:28]2)[cH:32][cH:33]1. Run at time 8 hour. Yield: 66.0%. Yields the product CC(CCCN1C(C2=CC=CC=C2C1=O)=O)(C)N1C=NC(=C1)C=1C=NC=CC1 (2-[4-Methyl-4-(4-pyridin-3-yl-imidazol-1-yl)-pentyl]-isoindole-1,3-dione). Starting materials: CC(CCCO)(C)N1C=NC(=C1)C=1C=NC=CC1 (4-Methyl-4-(4-pyridin-3-yl-imidazol-1-yl)-pentan-1-ol), N(=NC(=O)OCC)C(=O)OCC (diethyl azodicarboxylate), C1(=CC=CC=C1)P(C1=CC=CC=C1)C1=CC=CC=C1 (triphenyl phosphine), C1(C=2C(C(N1)=O)=CC=CC2)=O (phtalimide). As a reaction SMILES: [CH3:1][C:2]([N:8]1[CH:12]=[C:11]([C:13]2[CH:14]=[N:15][CH:16]=[CH:17][CH:18]=2)[N:10]=[CH:9]1)([CH3:7])[CH2:3][CH2:4][CH2:5]O.N(C(OCC)=O)=NC(OCC)=O.C1(P(C2C=CC=CC=2)C2C=CC=CC=2)C=CC=CC=1.[C:50]1(=[O:60])[NH:54][C:53](=[O:55])[C:52]2=[CH:56][CH:57]=[CH:58][CH:59]=[C:51]12>C1COCC1>[CH3:1][C:2]([N:8]1[CH:12]=[C:11]([C:13]2[CH:14]=[N:15][CH:16]=[CH:17][CH:18]=2)[N:10]=[CH:9]1)([CH3:7])[CH2:3][CH2:4][CH2:5][N:54]1[C:50](=[O:60])[C:51]2[C:52](=[CH:56][CH:57]=[CH:58][CH:59]=2)[C:53]1=[O:55]. Procedure details: To a solution of 4-Methyl-4-(4-pyridin-3-yl-imidazol-1-yl)-pentan-1-ol (1 eq) in THF (20 mL) was added dropwise diethyl azodicarboxylate (1.1 eq), triphenyl phosphine (1.1 eq) and phtalimide (1.1 eq). The yellow solution was stirred at room temperature overnight and the solution was concentrated. The crude product was directly purified by flash chromatography using a solvent gradient of 97% DCM, 3% MeOH and 0.1% TEA to yield 2-[4-Methyl-4-(4-pyridin-3-yl-imidazol-1-yl)-pentyl]-isoindole-1,3-dion... The solvent is C1CCOC1 (THF). As a reaction SMILES: [CH3:42][S:43](=[O:44])[CH3:45].[F:1][c:2]1[c:3]([N:10]2[C:11](=[O:36])[N:12]([c:28]3[cH:29][c:30]([C:31]#[N:32])[cH:33][cH:34][cH:35]3)[c:13]3[n:14][c:15]([NH:21][c:22]4[cH:23][cH:24][cH:25][cH:26][cH:27]4)[n:16][cH:17][c:18]3[CH:19]2[CH3:20])[cH:4][cH:5][c:6]([O:8][CH3:9])[cH:7]1.[Na+:38].[OH-:37].[OH2:41].[OH:39][OH:40]>>[F:1][c:2]1[c:3]([N:10]2[C:11](=[O:36])[N:12]([c:28]3[cH:29][c:30]([C:31]([NH2:32])=[O:37])[cH:33][cH:34][cH:35]3)[c:13]3[n:14][c:15]([NH:21][c:22]4[cH:23][cH:24][cH:25][cH:26][cH:27]4)[n:16][cH:17][c:18]3[CH:19]2[CH3:20])[cH:4][cH:5][c:6]([O:8][CH3:9])[cH:7]1. Yields the product COc1ccc(N2C(=O)N(c3cccc(C(N)=O)c3)c3nc(Nc4ccccc4)ncc3C2C)c(F)c1. The reactants are CS(C)=O, COc1ccc(N2C(=O)N(c3cccc(C#N)c3)c3nc(Nc4ccccc4)ncc3C2C)c(F)c1, [Na+], [OH-], O, OO. Reactants: [OH-].[Na+] (NaOH), ClC1=C(OCCN2CCC(CC2)C(=O)OCC)C=CC(=C1)NC(COC1=C(C=C(C=C1)C(F)(F)F)Cl)=O (ethyl 1-(2-{2-chloro-4-[2-(2-chloro-4-trifluoromethyl-phenoxy)-acetylamino]-phenoxy}-ethyl)-piperidine4-carboxylate), Cl (HCl). The solvent is CCO (EtOH). Reaction conditions: time 16 hour. Product: ClC1=C(OCCN2CCC(CC2)C(=O)O)C=CC(=C1)NC(COC1=C(C=C(C=C1)C(F)(F)F)Cl)=O (1-(2-{2-chloro-4-[2-(2-chloro-4-trifluoromethyl-phenoxy)-acetylamino]-phenoxy}-ethyl)-piperidin-4-carboxylic acid). Reaction SMILES: [OH-].[Na+].[Cl:3][C:4]1[CH:23]=[C:22]([NH:24][C:25](=[O:39])[CH2:26][O:27][C:28]2[CH:33]=[CH:32][C:31]([C:34]([F:37])([F:36])[F:35])=[CH:30][C:29]=2[Cl:38])[CH:21]=[CH:20][C:5]=1[O:6][CH2:7][CH2:8][N:9]1[CH2:14][CH2:13][CH:12]([C:15]([O:17]CC)=[O:16])[CH2:11][CH2:10]1.Cl>CCO>[Cl:3][C:4]1[CH:23]=[C:22]([NH:24][C:25](=[O:39])[CH2:26][O:27][C:28]2[CH:33]=[CH:32][C:31]([C:34]([F:37])([F:35])[F:36])=[CH:30][C:29]=2[Cl:38])[CH:21]=[CH:20][C:5]=1[O:6][CH2:7][CH2:8][N:9]1[CH2:14][CH2:13][CH:12]([C:15]([OH:17])=[O:16])[CH2:11][CH2:10]1 |f:0.1|. Procedure: 2 mL aqueous NaOH (1 M) was added at RT to a solution of 150 mg (0.270 mmol) ethyl 1-(2-{2-chloro-4-[2-(2-chloro-4-trifluoromethyl-phenoxy)-acetylamino]-phenoxy}-ethyl)-piperidine-4-carboxylate (Example 146) in 4 mL EtOH and the mixture was stirred for 16 h. The reaction mixture was neutralised with 2 mL aqueous HCl (1 M), evaporated down i. vac. and the crude product was purified by column chromatography (silica gel, dichloromethane/MeOH 4:1). Reactants: Brc1ccc(OC2C3CC4CC2CN(C4)C3)nc1, OB(O)c1ccc2[nH]ccc2c1. Yields the product c1cc2cc(-c3ccc(OC4C5CC6CC4CN(C6)C5)nc3)ccc2[nH]1. As a reaction SMILES: [Br:1][c:2]1[cH:3][cH:4][c:5]([O:8][CH:9]2[CH:10]3[CH2:11][N:12]4[CH2:13][CH:14]([CH2:15][CH:16]2[CH2:17]4)[CH2:18]3)[n:6][cH:7]1.[nH:19]1[cH:20][cH:21][c:22]2[cH:23][c:24]([B:28]([OH:29])[OH:30])[cH:25][cH:26][c:27]12>>[c:2]1(-[c:24]2[cH:23][c:22]3[cH:21][cH:20][nH:19][c:27]3[cH:26][cH:25]2)[cH:3][cH:4][c:5]([O:8][CH:9]2[CH:10]3[CH2:11][N:12]4[CH2:13][CH:14]([CH2:15][CH:16]2[CH2:17]4)[CH2:18]3)[n:6][cH:7]1. Reactants: N1CCOCC1 (morpholine), C(C)(C)N(C(C)C)CC (N,N-diisopropylethylamine), ClC1=NC(=NC(=N1)C(Cl)(Cl)Cl)C(Cl)(Cl)Cl (2-chloro-4,6-bis(trichloromethyl)-1,3,5-triazine). Solvent: C1CCOC1 (THF). Yields the product ClC(C1=NC(=NC(=N1)C(Cl)(Cl)Cl)N1CCOCC1)(Cl)Cl (4-(4,6-bis(trichloromethyl)-1,3,5-triazin-2-yl)morpholine). Isolated yield 44.5%. RXN SMILES: Cl[C:2]1[N:7]=[C:6]([C:8]([Cl:11])([Cl:10])[Cl:9])[N:5]=[C:4]([C:12]([Cl:15])([Cl:14])[Cl:13])[N:3]=1.[NH:16]1[CH2:21][CH2:20][O:19][CH2:18][CH2:17]1.C(N(CC)C(C)C)(C)C>C1COCC1>[Cl:13][C:12]([Cl:15])([Cl:14])[C:4]1[N:5]=[C:6]([C:8]([Cl:11])([Cl:10])[Cl:9])[N:7]=[C:2]([N:16]2[CH2:21][CH2:20][O:19][CH2:18][CH2:17]2)[N:3]=1. Reported procedure: Dissolved 2-chloro-4,6-bis(trichloromethyl)-1,3,5-triazine (0.1 g, 0.28 mmol) in THF (1.5 mL). Added morpholine (0.24 mL, 0.29 mmol) and N,N-diisopropylethylamine (0.06 mL, 0.34 mmol) and stirred for 18 h at room temperature. Concentrated and purified by silica gel chromatography eluting with CH2Cl2 to obtain the title compound (0.05 g). Product: CC=1C=CC2=C(NCC(O2)C(=O)NCC=C)C1 (6-methyl-3,4-dihydro-N-(2-propenyl)-2H-1,4-benzoxazine-2-carboxamide). The solvent is C(C)O (ethanol). As a reaction SMILES: Cl.[CH3:2][C:3]1[CH:4]=[CH:5][C:6]2[O:11][CH:10]([C:12]([OH:14])=O)[CH2:9][NH:8][C:7]=2[CH:15]=1.[CH2:16]([NH2:19])[CH:17]=[CH2:18]>C(O)C>[CH3:2][C:3]1[CH:4]=[CH:5][C:6]2[O:11][CH:10]([C:12]([NH:19][CH2:16][CH:17]=[CH2:18])=[O:14])[CH2:9][NH:8][C:7]=2[CH:15]=1 |f:0.1|. Procedure: 42.4 g of 4A and 38 g of 2-propenamine were mixed in 165 ml of ethanol and the mixture was stirred at room temperature for 90 hours. The solvent was removed under reduced pressure. The residue was partitioned between ether and water. The ether solution was dried (MgSO4), about half the solvent was evaporated, and solid which formed was filtered, then dried under reduced pressure to give 4, mp: 113°-115° C. Run at time 90 hour. The reactants are Cl.CC=1C=CC2=C(NCC(O2)C(=O)O)C1 (6-methyl-3,4-dihydro-2H-1,4-benzoxazine-2-carboxylic acid hydrochloride), C(C=C)N (2-propenamine).